Dataset: the Open Reaction Database (ORD), a public repository of structured organic reaction records. Task: describe an organic reaction: reactants, conditions, products, and yield Reactants: C=C(F)F, OC(CC(F)F)(C(F)(F)F)C(F)(F)F. Product: FC(F)CC(F)(C(F)(F)F)C(F)(F)F. Reaction SMILES: [F:15][C:16]([F:17])=[CH2:18].[F:1][C:2]([C:3]([C:4]([F:5])([F:6])[F:7])([CH2:8][CH:9]([F:10])[F:11])[OH:12])([F:13])[F:14]>>[F:1][C:2]([C:3]([C:4]([F:5])([F:6])[F:7])([CH2:8][CH:9]([F:10])[F:11])[F:15])([F:13])[F:14]. Starting materials: FC(C(=O)O)(F)F (Trifluoroacetic acid), ClC1=CC=C(CN2C=C(C3=C(C=CC=C23)C(=O)NCCNC(OC(C)(C)C)=O)C(C(NC=2COC(C2)=O)=O)=O)C=C1 (tert-butyl 2-{[(1-(4-chlorobenzyl)-3-{oxo[(5-oxo-2,5-dihydro-3-furanyl)amino]acetyl}-1H-indol-4-yl)carbonyl]amino}ethylcarbamate). Run in C(Cl)Cl (CH2Cl2). Conditions: time 3 hour. The product is NCCNC(=O)C=1C=2C(=CN(C2C=CC1)CC1=CC=C(C=C1)Cl)C(C(NC=1COC(C1)=O)=O)=O (N-(2-aminoethyl)-1-(4-chlorobenzyl)-3-{oxo[(5-oxo-2,5-dihydro-3-furanyl)amino]acetyl}-1H-indole-4-carboxamide). Isolated yield 60.4%. Reaction SMILES: FC(F)(F)C(O)=O.[Cl:8][C:9]1[CH:48]=[CH:47][C:12]([CH2:13][N:14]2[C:22]3[C:17](=[C:18]([C:23]([NH:25][CH2:26][CH2:27][NH:28]C(=O)OC(C)(C)C)=[O:24])[CH:19]=[CH:20][CH:21]=3)[C:16]([C:36](=[O:46])[C:37](=[O:45])[NH:38][C:39]3[CH2:40][O:41][C:42](=[O:44])[CH:43]=3)=[CH:15]2)=[CH:11][CH:10]=1>C(Cl)Cl>[NH2:28][CH2:27][CH2:26][NH:25][C:23]([C:18]1[C:17]2[C:16]([C:36](=[O:46])[C:37](=[O:45])[NH:38][C:39]3[CH2:40][O:41][C:42](=[O:44])[CH:43]=3)=[CH:15][N:14]([CH2:13][C:12]3[CH:11]=[CH:10][C:9]([Cl:8])=[CH:48][CH:47]=3)[C:22]=2[CH:21]=[CH:20][CH:19]=1)=[O:24]. Procedure: Trifluoroacetic acid (0.1 ml) is added to a stirred solution of tert-butyl 2-{[(1-(4-chlorobenzyl)-3-{oxo[(5-oxo-2,5-dihydro-3-furanyl)amino]acetyl}-1H-indol-4-yl)carbonyl]amino}ethylcarbamate of Example 9 (50 mg) in CH2Cl2 (1 ml). After stirring at room temperature for 3 h the solvent is removed by roto-evaporation and the residue is taken up with water, adjusting the pH at about 8-9 with 1N NaOH. The precipitate is collected by filtration and thoroughly washed to give N-(2-aminoethyl)-1-(4-chl... Reactants: O (water), [H-].[Na+] (sodium hydride), C(C1=CC=CC=C1)Br (benzyl bromide), FC(C(C(F)(F)F)(O)C1=CC(=C(C=C1)N1CCN(CC1)C(=O)OC(C)(C)C)\C=C/C)(F)F (tert-Butyl (Z)-4-[4-(1,1,1,3,3,3-hexafluoro-2-hydroxypropan-2-yl)-2-(prop-1-en-1-yl)phenyl]piperazine-1-carboxylate). Run in CN(C)C=O (N,N′-dimethylformamide). Run at time 8 hour. The product is C(C1=CC=CC=C1)OC(C(F)(F)F)(C(F)(F)F)C1=CC(=C(C=C1)N1CCN(CC1)C(=O)OC(C)(C)C)\C=C/C (tert-butyl (Z)-4-{4-[2-(benzyloxy)-1,1,1,3,3,3-hexafluoropropan-2-yl]-2-(prop-1-en-1-yl)phenyl}piperazine-1-carboxylate). Isolated yield 66.3%. Reaction SMILES: [F:1][C:2]([F:32])([F:31])[C:3]([C:9]1[CH:14]=[CH:13][C:12]([N:15]2[CH2:20][CH2:19][N:18]([C:21]([O:23][C:24]([CH3:27])([CH3:26])[CH3:25])=[O:22])[CH2:17][CH2:16]2)=[C:11](/[CH:28]=[CH:29]\[CH3:30])[CH:10]=1)([OH:8])[C:4]([F:7])([F:6])[F:5].[H-].[Na+].[CH2:35](Br)[C:36]1[CH:41]=[CH:40][CH:39]=[CH:38][CH:37]=1.O>CN(C=O)C>[CH2:35]([O:8][C:3]([C:9]1[CH:14]=[CH:13][C:12]([N:15]2[CH2:16][CH2:17][N:18]([C:21]([O:23][C:24]([CH3:26])([CH3:25])[CH3:27])=[O:22])[CH2:19][CH2:20]2)=[C:11](/[CH:28]=[CH:29]\[CH3:30])[CH:10]=1)([C:4]([F:7])([F:6])[F:5])[C:2]([F:1])([F:31])[F:32])[C:36]1[CH:41]=[CH:40][CH:39]=[CH:38][CH:37]=1 |f:1.2|. Reported procedure: tert-Butyl (Z)-4-[4-(1,1,1,3,3,3-hexafluoro-2-hydroxypropan-2-yl)-2-(prop-1-en-1-yl)phenyl]piperazine-1-carboxylate (85 mg, 0.181 mmol) was dissolved in N,N′-dimethylformamide (1.8 mL), added sodium hydride (9.5 mg, 217 mmol) and benzyl bromide (23 μL, 0.190 mmol) under ice-cold conditions, and the mixture was stirred at room temperature overnight. The reaction solution was added water, and extracted with ethyl acetate. The organic layer was washed with brine, dried over anhydrous sodium sulfate... Reactants: COC(=O)C(Br)c1ccc(Oc2ccccc2)cc1, CO, Oc1ccccc1. Product: COC(=O)C(Oc1ccccc1)c1ccc(Oc2ccccc2)cc1. As a reaction SMILES: [Br:1][CH:2]([C:3](=[O:4])[O:5][CH3:6])[c:7]1[cH:8][cH:9][c:10]([O:13][c:14]2[cH:15][cH:16][cH:17][cH:18][cH:19]2)[cH:11][cH:12]1.[CH3:27][OH:28].[OH:20][c:21]1[cH:22][cH:23][cH:24][cH:25][cH:26]1>>[CH:2]([C:3](=[O:4])[O:5][CH3:6])([c:7]1[cH:8][cH:9][c:10]([O:13][c:14]2[cH:15][cH:16][cH:17][cH:18][cH:19]2)[cH:11][cH:12]1)[O:20][c:21]1[cH:22][cH:23][cH:24][cH:25][cH:26]1.